Dataset: the Open Reaction Database (ORD), a public repository of structured organic reaction records. Task: describe an organic reaction: reactants, conditions, products, and yield The reactants are [C@@H]1(C[C@H](O)[C@@H](CO)O1)N1C=NC=2C(O)=NC=NC12 (2′-deoxyinosine), FC=1C(NC(NC1)=O)=O (5-fluorouracil). Run in C(C)(=O)[O-].[NH4+] (ammonium acetate). Conditions: time 5 hour. Product: FC=1C(NC(N([C@H]2C[C@H](O)[C@@H](CO)O2)C1)=O)=O (5-fluoro-2′-deoxyuridine). Yield: 30.0%. As a reaction SMILES: [C@@H:1]1(N2C3N=CN=C(O)C=3N=C2)[O:8][C@H:5]([CH2:6][OH:7])[C@@H:3]([OH:4])[CH2:2]1.[F:19][C:20]1[C:21](=[O:27])[NH:22][C:23](=[O:26])[NH:24][CH:25]=1>C([O-])(=O)C.[NH4+]>[F:19][C:20]1[C:21](=[O:27])[NH:22][C:23](=[O:26])[N:24]([CH:25]=1)[C@@H:1]1[O:8][C@H:5]([CH2:6][OH:7])[C@@H:3]([OH:4])[CH2:2]1 |f:2.3|. Reported procedure: An assay mixture containing 2 g (wet weight) of Bacillus stearothermophilus cells, 5 mM 2′-deoxyinosine and 5 mM 5-fluorouracil was made in 10 ml of 50 mM ammonium acetate buffer (pH 5.5). The conversions were run at 55° C. for 5 hour. The reaction mixture was centrifuged and then filtered using an Amicon Ultrafiltration device (YM-3 membrane) and the products were separated and analyzed by HPLC (C-18 column) in 5% methanol and 5 mM phosphate buffer at pH 4.6 using a flow rate of 0.5 ml/min. Bla... Reactants: BrC=1C=C(C=CC1)C1=NC(=C2C=NC(=NN21)NC2=CC(=C(C(=C2)OC)OC)OC)C (7-(3-bromophenyl)-5-methyl-N-(3,4,5-trimethoxyphenyl)-imidazo[5,1-f][1,2,4]triazin-2-amine), ClC=1C=C(N)C=CC1N1CCOCC1 (3-chloro-4-morpholin-4-ylaniline), C1=CC=C(C=C1)P(C2=CC=CC=C2)C3=C(C4=CC=CC=C4C=C3)C5=C(C=CC6=CC=CC=C65)P(C7=CC=CC=C7)C8=CC=CC=C8 ((S)-(−)-2,2′-Bis(diphenylphosphino)-1,1′-binaphthyl), Tris(dibenzylidineacetone)dipalladium (0), CC(C)([O-])C.[Na+] (sodium t-butoxide). Run in O1CCOCC1 (1,4-dioxane). Reaction conditions: temperature 130 celsius. The product is ClC=1C=C(C=CC1N1CCOCC1)NC=1C=C(C=CC1)C1=NC(=C2C=NC(=NN21)NC2=CC(=C(C(=C2)OC)OC)OC)C (7-{3-[(3-chloro-4-morpholin-4-ylphenyl)amino]phenyl}-5-methyl-N-(3,4,5-trimethoxyphenyl)imidazo[5,1-f][1,2,4]triazin-2-amine). Yield: 39.1%. As a reaction SMILES: Br[C:2]1[CH:3]=[C:4]([C:8]2[N:16]3[C:11]([CH:12]=[N:13][C:14]([NH:17][C:18]4[CH:23]=[C:22]([O:24][CH3:25])[C:21]([O:26][CH3:27])=[C:20]([O:28][CH3:29])[CH:19]=4)=[N:15]3)=[C:10]([CH3:30])[N:9]=2)[CH:5]=[CH:6][CH:7]=1.[Cl:31][C:32]1[CH:33]=[C:34]([CH:36]=[CH:37][C:38]=1[N:39]1[CH2:44][CH2:43][O:42][CH2:41][CH2:40]1)[NH2:35].C1C=CC(P(C2C=CC3C(=CC=CC=3)C=2C2C3C(=CC=CC=3)C=CC=2P(C2C=CC=CC=2)C2C=CC=CC=2)C2C=CC=CC=2)=CC=1.CC(C)([O-])C.[Na+]>O1CCOCC1>[Cl:31][C:32]1[CH:33]=[C:34]([NH:35][C:2]2[CH:3]=[C:4]([C:8]3[N:16]4[C:11]([CH:12]=[N:13][C:14]([NH:17][C:18]5[CH:23]=[C:22]([O:24][CH3:25])[C:21]([O:26][CH3:27])=[C:20]([O:28][CH3:29])[CH:19]=5)=[N:15]4)=[C:10]([CH3:30])[N:9]=3)[CH:5]=[CH:6][CH:7]=2)[CH:36]=[CH:37][C:38]=1[N:39]1[CH2:40][CH2:41][O:42][CH2:43][CH2:44]1 |f:3.4|. Reported procedure: To a mixture of 7-(3-bromophenyl)-5-methyl-N-(3,4,5-trimethoxyphenyl)imidazo[5,1-f][1,2,4]triazin-2-amine (Example 9) (40 mg, 0.085 mmol), 3-chloro-4-morpholin-4-ylaniline (21.7 mg, 0.102 mmol), (S)-(−)-2,2′-Bis(diphenylphosphino)-1,1′-binaphthyl ((S)-BINAP) (15.9 mg, 0.026 mmol), Tris(dibenzylidineacetone)dipalladium (0) (7.8 mg, 0.008 mmol) and sodium t-butoxide (11.4 mg, 0.12 mmol) was added 1,4-dioxane (1.5 mL). In a sealed reaction vessel, the mixture was heated with microwave radiation at ... The product is CNS(=O)(=O)c1ccc(NC(C)=O)cc1F. The reactants are CC(=O)Nc1ccc(S(=O)(=O)Cl)c(F)c1, C1CCOC1, CN, ClCCl. As a reaction SMILES: [C:1]([CH3:2])(=[O:3])[NH:4][c:5]1[cH:6][c:7]([F:15])[c:8]([S:11](=[O:12])(=[O:13])[Cl:14])[cH:9][cH:10]1.[CH2:21]1[O:22][CH2:23][CH2:24][CH2:25]1.[CH3:16][NH2:17].[Cl:18][CH2:19][Cl:20]>>[C:1]([CH3:2])(=[O:3])[NH:4][c:5]1[cH:6][c:7]([F:15])[c:8]([S:11](=[O:12])(=[O:13])[NH:17][CH3:16])[cH:9][cH:10]1.